Dataset: the Open Reaction Database (ORD), a public repository of structured organic reaction records. Task: describe an organic reaction: reactants, conditions, products, and yield Reactants: [N-]=[N+]=[N-].[Na+] (Sodium azide), C(C)(C)(C)OC(=O)N[C@@]1([C@@H]2[C@H]([C@@H]2[C@H]([C@H]1OCC1=CC(=C(C=C1)Cl)Cl)OS(=O)(=O)C)C(=O)OC(C)(C)C)C(=O)OC(C)(C)C (di-tert-butyl (1S,2R,3S,4R,5R,6R)-2-[(tert-butoxycarbonyl)amino]-3-[(3,4-dichlorobenzyl)oxy]-4-[(methylsulfonyl)oxy]bicyclo[3.1.0]hexane-2,6-dicarboxylate), C1COCCOCCOCCOCCO1 (15-crown-5), CN(C=O)C (dimethylformamide). Solvent: O (water). Conditions: time 7 day. Product: N(=[N+]=[N-])[C@@H]1[C@H]([C@]([C@@H]2[C@H]([C@H]12)C(=O)OC(C)(C)C)(C(=O)OC(C)(C)C)NC(=O)OC(C)(C)C)OCC1=CC(=C(C=C1)Cl)Cl (Di-tert-butyl (1S,2R,3R,4S,5R,6S)-4-azido-2-[(tert-butoxycarbonyl)amino]-3-[(3,4-dichlorobenzyl)oxy]bicyclo[3.1.0]hexane-2,6-dicarboxylate). The yield is 71.8%. As a reaction SMILES: [N-:1]=[N+:2]=[N-:3].[Na+].[C:5]([O:9][C:10]([NH:12][C@@:13]1([C:41]([O:43][C:44]([CH3:47])([CH3:46])[CH3:45])=[O:42])[C@H:18]([O:19][CH2:20][C:21]2[CH:26]=[CH:25][C:24]([Cl:27])=[C:23]([Cl:28])[CH:22]=2)[C@H:17](OS(C)(=O)=O)[C@@H:16]2[C@H:14]1[C@H:15]2[C:34]([O:36][C:37]([CH3:40])([CH3:39])[CH3:38])=[O:35])=[O:11])([CH3:8])([CH3:7])[CH3:6].C1OCCOCCOCCOCCOC1.CN(C)C=O>O>[N:1]([C@H:17]1[C@@H:16]2[C@@H:14]([C@H:15]2[C:34]([O:36][C:37]([CH3:38])([CH3:39])[CH3:40])=[O:35])[C@:13]([NH:12][C:10]([O:9][C:5]([CH3:6])([CH3:7])[CH3:8])=[O:11])([C:41]([O:43][C:44]([CH3:47])([CH3:46])[CH3:45])=[O:42])[C@@H:18]1[O:19][CH2:20][C:21]1[CH:26]=[CH:25][C:24]([Cl:27])=[C:23]([Cl:28])[CH:22]=1)=[N+:2]=[N-:3] |f:0.1|. Procedure details: Sodium azide (8.29 g, 127.45 mmol) is added to di-tert-butyl (1S,2R,3S,4R,5R,6R)-2-[(tert-butoxycarbonyl)amino]-3-[(3,4-dichlorobenzyl)oxy]-4-[(methylsulfonyl)oxy]bicyclo[3.1.0]hexane-2,6-dicarboxylate (16.99 g, 25.49 mmol) and 15-crown-5 (508.57 μL, 561.46 mg, 2.55 mmol) in dimethylformamide (254.90 mL, 240.96 g, 3.30 moles) at 85° C. and stirred. After 7 days, the reaction is cooled to room temperature then diluted with water and extracted with ethyl acetate (3×). The combined organics are was... The reactants are [N+](=O)([O-])C=1C(=NN(C1C)C)C (4-Nitro-1,3,5-trimethylpyrazole). The reagents and catalysts are [Ni] (Raney nickel). Solvent: N (ammonia). Yields the product NC=1C(=NN(C1C)C)C (4-Amino-1,3,5-trimethylpyrazole). Reaction SMILES: [N+:1]([C:4]1[C:5]([CH3:11])=[N:6][N:7]([CH3:10])[C:8]=1[CH3:9])([O-])=O>[Ni].N>[NH2:1][C:4]1[C:5]([CH3:11])=[N:6][N:7]([CH3:10])[C:8]=1[CH3:9]. Reported procedure: The compounds from (b) above (2.3 g; 0.014 moles) was catalytically hydrogenated using Raney nickel (1 g) in methanolic ammonia (100 mL) under a hydrogen atmosphere at 50 psi. The catalyst was filtered and the solution concentrated in vacuo, leaving a residue that was triturated several times with ethyl ether. The decanted solvent was concentrated to dryness, leaving a pale red solid. Yield: 1.3 g (70%). 1H NMR (CDCl3) δ3.6 (s, 3H), 2.4 (bs, 2H), 2.1 (s, 6H) ppm. The reactants are C1(=CC=C(C=C1)C(=O)C1=CC=CC(=N1)/C=C/C(=O)O)C ((E)-3-[6-(4-toluoyl)-2-pyridyl]acrylic acid), Wittig reagent, [Br-].C1(=CC=CC=C1)[P+](CCN(C)C)(C1=CC=CC=C1)C1=CC=CC=C1 (triphenyldimethylaminoethylphosphonium bromide). The product is CN(C/C=C(\C1=CC=C(C=C1)C)/C1=CC=CC(=N1)/C=C/C(=O)O)C ((E)-3-{6-[3-Dimethylamino-1-(4-tolyl)prop- 1E-enyl]-2-pyridyl}acrylic acid). Reaction SMILES: [C:1]1([CH3:20])[CH:6]=[CH:5][C:4]([C:7]([C:9]2[N:14]=[C:13](/[CH:15]=[CH:16]/[C:17]([OH:19])=[O:18])[CH:12]=[CH:11][CH:10]=2)=O)=[CH:3][CH:2]=1.[Br-].C1([P+](C2C=CC=CC=2)(C2C=CC=CC=2)[CH2:29][CH2:30][N:31]([CH3:33])[CH3:32])C=CC=CC=1>>[CH3:32][N:31]([CH3:33])[CH2:30]/[CH:29]=[C:7](/[C:9]1[N:14]=[C:13](/[CH:15]=[CH:16]/[C:17]([OH:19])=[O:18])[CH:12]=[CH:11][CH:10]=1)\[C:4]1[CH:5]=[CH:6][C:1]([CH3:20])=[CH:2][CH:3]=1 |f:1.2|. Reported procedure: Treatment of (E)-3-[6-(4-toluoyl)-2-pyridyl]acrylic acid, vide supra, with the Wittig reagent derived from triphenyldimethylaminoethylphosphonium bromide by the method of example 1 gave a mixture of isomeric acids which were separated by fractional crystallization from ethyl acetate. The less-soluble E-isomer, (E)-3-{6-[3-dimethylamino-1-(4-tolyl)prop-1E-enyl]-2-pyridyl}acrylic acid was puried by crystallization from isopropanol, m.p. 222°-225° (decomp.)